describe an organic reaction: reactants, conditions, products, and yield From a dataset of the Open Reaction Database (ORD), a public repository of structured organic reaction records. Starting materials: COC(=O)C=Cc1cccc(S(=O)(=O)Cl)c1, ClCCl, Nc1ccccc1, c1ccncc1. Yields the product COC(=O)C=Cc1cccc(S(=O)(=O)Nc2ccccc2)c1. RXN SMILES: [CH3:1][O:2][C:3]([CH:4]=[CH:5][c:6]1[cH:7][c:8]([S:12](=[O:13])(=[O:14])[Cl:15])[cH:9][cH:10][cH:11]1)=[O:16].[Cl:30][CH2:31][Cl:32].[NH2:17][c:18]1[cH:19][cH:20][cH:21][cH:22][cH:23]1.[cH:24]1[cH:25][cH:26][n:27][cH:28][cH:29]1>>[CH3:1][O:2][C:3]([CH:4]=[CH:5][c:6]1[cH:7][c:8]([S:12](=[O:13])(=[O:14])[NH:17][c:18]2[cH:19][cH:20][cH:21][cH:22][cH:23]2)[cH:9][cH:10][cH:11]1)=[O:16]. Reactants: Cl (HCl), ClC1=CC(=C(OCC(=O)O)C=C1)C ((4-chloro-2-methyl-phenoxy)-acetic acid), C1(CCCCC1)[N+]#[C-] (cyclohexyl isocyanide), C(C)(C)(C)OC(NC1=C(C=C(C=C1)F)N)=O ((2-Amino-4-fluoro-phenyl)-carbamic acid tert-butyl ester), C(C)(C)(C)OC(NC1=C(C=C(C=C1)F)N)=O ((2-Amino-4-fluoro-phenyl)-carbamic acid tert-butyl ester), C1(CCCCC1)C=O (cyclohexanecarbaldehyde), CO (MeOH). The solvent is O1CCOCC1 (dioxane). Conditions: time 30 minute. The product is ClC1=CC(=C(OCC2=NC3=C(N2C(C(=O)NC2CCCCC2)C2CCCCC2)C=C(C=C3)F)C=C1)C (2-[2-(4-Chloro-2-methyl-phenoxymethyl)-6-fluoro-benzoimidazol-1-yl]-2,N-dicyclohexyl-acetamide). The yield is 50.0%. Reaction SMILES: C(O[C:6](=O)[NH:7][C:8]1[CH:13]=[CH:12][C:11]([F:14])=[CH:10][C:9]=1[NH2:15])(C)(C)C.[CH:17]1([CH:23]=O)[CH2:22][CH2:21][CH2:20][CH2:19][CH2:18]1.[Cl:25][C:26]1[CH:36]=[CH:35][C:29]([O:30][CH2:31]C(O)=O)=[C:28]([CH3:37])[CH:27]=1.[CH:38]1([N+:44]#[C-:45])[CH2:43][CH2:42][CH2:41][CH2:40][CH2:39]1.Cl.C[OH:48]>O1CCOCC1>[Cl:25][C:26]1[CH:36]=[CH:35][C:29]([O:30][CH2:31][C:6]2[N:15]([CH:23]([CH:17]3[CH2:18][CH2:19][CH2:20][CH2:21][CH2:22]3)[C:45]([NH:44][CH:38]3[CH2:43][CH2:42][CH2:41][CH2:40][CH2:39]3)=[O:48])[C:9]3[CH:10]=[C:11]([F:14])[CH:12]=[CH:13][C:8]=3[N:7]=2)=[C:28]([CH3:37])[CH:27]=1. Procedure: To a solution of (2-amino-4-fluoro-phenyl)-carbamic acid tert-butyl ester (22.63 mg, 0.10 mmol, 1.0 equiv; Intermediate A) in MeOH (1.0 mL) was added cyclohexanecarbaldehyde (16.83 mg, 18.05 μl, 0.15 mmol, 1.5 equiv; [2043-61-0]) and the mixture stirred at rt. After 30 min, (4-chloro-2-methyl-phenoxy)-acetic acid (20.06 mg, 0.10 mmol, 1.0 equiv; [CAS RN 94-74-6]) and cyclohexyl isocyanide (10.92 mg, 12.27 μl, 0.10 mmol, 1.0 equiv; [931-53-3]) were added and stirring continued at rt for 2 h. A so... Starting materials: CC(C)(C)OC(=O)C1CCCN1C(=O)c1ccc(-c2ccc(NC(=O)c3nc(-c4ccccc4)oc3C(F)(F)F)cn2)cc1, O=C(O)C(F)(F)F. Yields the product O=C(Nc1ccc(-c2ccc(C(=O)N3CCCC3C(=O)O)cc2)nc1)c1nc(-c2ccccc2)oc1C(F)(F)F. RXN SMILES: [C:1]([CH3:2])([CH3:3])([CH3:4])[O:5][C:6](=[O:7])[CH:8]1[N:9]([C:13]([c:14]2[cH:15][cH:16][c:17](-[c:20]3[n:21][cH:22][c:23]([NH:26][C:27](=[O:28])[c:29]4[n:30][c:31](-[c:38]5[cH:39][cH:40][cH:41][cH:42][cH:43]5)[o:32][c:33]4[C:34]([F:35])([F:36])[F:37])[cH:24][cH:25]3)[cH:18][cH:19]2)=[O:44])[CH2:10][CH2:11][CH2:12]1.[OH:45][C:46]([C:47]([F:48])([F:49])[F:50])=[O:51]>>[O:5]=[C:6]([OH:7])[CH:8]1[N:9]([C:13]([c:14]2[cH:15][cH:16][c:17](-[c:20]3[n:21][cH:22][c:23]([NH:26][C:27](=[O:28])[c:29]4[n:30][c:31](-[c:38]5[cH:39][cH:40][cH:41][cH:42][cH:43]5)[o:32][c:33]4[C:34]([F:35])([F:36])[F:37])[cH:24][cH:25]3)[cH:18][cH:19]2)=[O:44])[CH2:10][CH2:11][CH2:12]1. Starting materials: COC(CCS)=O (methyl-3-mercaptopropionate), C(CCC)[Li] (n-butyllithium), O1C(C(=O)O)C1C1=C(C=CC=C1)CCCCCCCCC1=CC=CC=C1 (2,3-epoxy-3-[2-(8-phenyloctyl)phenyl]propanoic acid), mercaptide, OS(=O)(=O)O (H2SO4). The reagents and catalysts are CC([O-])C.[Ti+4].CC([O-])C.CC([O-])C.CC([O-])C (titanium isopropoxide). The solvent is O1CCCC1 (tetrahydrofuran), O1CCCC1 (tetrahydrofuran), O (water), O1CCCC1 (tetrahydrofuran), O1CCCC1 (tetrahydrofuran). Reaction conditions: temperature -10 celsius, time 1 hour. Yields the product OC(C(=O)O)C(C1=C(C=CC=C1)CCCCCCCCC1=CC=CC=C1)SCCC(=O)OC (2-Hydroxy-3-[(2-carbomethoxyethyl)thio]-3-[2-(8-phenyloctyl)phenyl]propanoic acid). RXN SMILES: [CH3:1][O:2][C:3](=[O:7])[CH2:4][CH2:5][SH:6].C([Li])CCC.[O:13]1[CH:18]([C:19]2[CH:24]=[CH:23][CH:22]=[CH:21][C:20]=2[CH2:25][CH2:26][CH2:27][CH2:28][CH2:29][CH2:30][CH2:31][CH2:32][C:33]2[CH:38]=[CH:37][CH:36]=[CH:35][CH:34]=2)[CH:14]1[C:15]([OH:17])=[O:16].OS(O)(=O)=O>O1CCCC1.O.CC(C)[O-].[Ti+4].CC(C)[O-].CC(C)[O-].CC(C)[O-]>[OH:13][CH:14]([CH:18]([S:6][CH2:5][CH2:4][C:3]([O:2][CH3:1])=[O:7])[C:19]1[CH:24]=[CH:23][CH:22]=[CH:21][C:20]=1[CH2:25][CH2:26][CH2:27][CH2:28][CH2:29][CH2:30][CH2:31][CH2:32][C:33]1[CH:34]=[CH:35][CH:36]=[CH:37][CH:38]=1)[C:15]([OH:17])=[O:16] |f:6.7.8.9.10|. Reported procedure: A solution of methyl-3-mercaptopropionate (0.8 ml, 7.2 mmole) in tetrahydrofuran (3 ml) was added dropwise at -10° C. to a solution of n-butyllithium (3.2 ml, 2.5M in hexane) in tetrahydrofuran (10 ml) under an inert atmosphere. In a second flask, 2,3-epoxy-3-[2-(8-phenyloctyl)phenyl]propanoic acid (1 gm, 2.84 mmole) was suspended in tetrahydrofuran (4 ml) and stirred at -10° C. under an inert atmosphere while a solution of titanium isopropoxide (2.2 ml, 7.15 mmole) in tetrahydrofuran (6 ml) was... Reactants: CC1=CC(=NC=C1)N1CCN(CCC1)C(=O)OC(C)(C)C (tert-Butyl 4-(4-methyl-2-pyridyl)-1,4-diazepane-1-carboxylate), Cl (Hydrochloric acid). The solvent is C(Cl)Cl (DCM). Reaction conditions: time 8 hour. The product is Cl.Cl.CC1=CC(=NC=C1)N1CCNCCC1 (1-(4-Methyl-2-pyridyl)-1,4-diazepane dihydrochloride). The yield is 101.9%. Reaction SMILES: [CH3:1][C:2]1[CH:7]=[CH:6][N:5]=[C:4]([N:8]2[CH2:14][CH2:13][CH2:12][N:11](C(OC(C)(C)C)=O)[CH2:10][CH2:9]2)[CH:3]=1.[ClH:22]>C(Cl)Cl>[ClH:22].[ClH:22].[CH3:1][C:2]1[CH:7]=[CH:6][N:5]=[C:4]([N:8]2[CH2:14][CH2:13][CH2:12][NH:11][CH2:10][CH2:9]2)[CH:3]=1 |f:3.4.5|. Procedure details: tert-Butyl 4-(4-methyl-2-pyridyl)-1,4-diazepane-1-carboxylate (91 mg, 0.312 mmol) was dissolved in DCM under nitrogen. Hydrochloric acid (4N in dioxane, 1.56 ml, 6.25 mmol) was added and the mixture was stirred at room temperature overnight. The mixture was evaporated under reduced pressure to give 84 mg of a solid (quantitative). MS (ESI) m/z=192.2 [M+1]+.